Dataset: the Open Reaction Database (ORD), a public repository of structured organic reaction records. Task: describe an organic reaction: reactants, conditions, products, and yield The reactants are Cl, c1c(nn2c1c(nc(c2)c1cnn(c1)C)O)C(=O)O. The reagents and catalysts are c1ccc(cc1)-c2c3ccccc3cc4ccccc24 (9-Phenylanthracene). Run in C(=O)(C(F)(F)F)O (Trifluoroacetic acid). Reaction conditions: temperature 150 celsius, time 18 hour. Yields the product Cn1cc(cn1)c2cn3nccc3c(O)n2. As a reaction SMILES: [CH3:1][n:2]1[n:6][cH:5][c:4]([c:7]2[n:16][c:14]([OH:15])[c:13]([n:9]3[cH:8]2)[cH:12][c:11](C(O)=O)[n:10]3)[cH:3]1>>[CH3:1][n:2]1[n:6][cH:5][c:4]([c:7]2[n:16][c:14]([OH:15])[c:13]([n:9]3[cH:8]2)[cH:12][cH:11][n:10]3)[cH:3]1. Reactants: CC(C)(C)OC(=O)NCCCN, ClCCl, O=C1CCCc2cccnc21. Yields the product CC(C)(C)OC(=O)NCCCNC1CCCc2cccnc21. Reaction SMILES: [C:1]([CH3:2])([CH3:3])([CH3:4])[O:5][C:6]([NH:7][CH2:8][CH2:9][CH2:10][NH2:11])=[O:12].[Cl:24][CH2:25][Cl:26].[n:13]1[cH:14][cH:15][cH:16][c:17]2[c:22]1[C:21](=[O:23])[CH2:20][CH2:19][CH2:18]2>>[C:1]([CH3:2])([CH3:3])([CH3:4])[O:5][C:6]([NH:7][CH2:8][CH2:9][CH2:10][NH:11][CH:21]1[CH2:20][CH2:19][CH2:18][c:17]2[cH:16][cH:15][cH:14][n:13][c:22]21)=[O:12]. Reactants: solution, Cl (hydrochloric acid), BrC1=C(C=CC=C1)[N+](=O)[O-] (2-bromonitrobenzene), CN1CCC(CC1)=O (1-methyl-4-piperidone). Run in CCCCCC (hexane), O1CCCC1 (tetrahydrofuran). Reaction conditions: temperature -100 celsius, time 8 hour. Yields the product CN1CCC(CC1)(O)C1=C(C=CC=C1)[N+](=O)[O-] (1-methyl-4(2-nitrophenyl)-4-hydroxypiperidine). The yield is 39.6%. RXN SMILES: Br[C:2]1[CH:7]=[CH:6][CH:5]=[CH:4][C:3]=1[N+:8]([O-:10])=[O:9].[CH3:11][N:12]1[CH2:17][CH2:16][C:15](=[O:18])[CH2:14][CH2:13]1.Cl>O1CCCC1.CCCCCC>[CH3:11][N:12]1[CH2:17][CH2:16][C:15]([C:2]2[CH:7]=[CH:6][CH:5]=[CH:4][C:3]=2[N+:8]([O-:10])=[O:9])([OH:18])[CH2:14][CH2:13]1. Reported procedure: To a solution of 19.3 g of 2-bromonitrobenzene in 480 ml of anhydrous tetrahydrofuran cooled to -100° C., 79 ml of 1,6M solution of n-Buli in hexane are dropped under N2. After two hours 10.9 g of 1-methyl-4-piperidone are added and the resulting mixture is stirred eight hours at -100° C. Then 1N hydrochloric acid is added at 0° C. to acidify to pH 2 and the solution is extracted with hexane. The aqueous phase is brought to pH 10 and extracted with ethyl ether. Evaporation of the extracts gives ...